Dataset: the Open Reaction Database (ORD), a public repository of structured organic reaction records. Task: describe an organic reaction: reactants, conditions, products, and yield Starting materials: COC1=NOC2=C1C=CC(=C2CCC)OCC2=CC=CC=C2 (3-methoxy-6-benzyloxy-7-propylbenz-(4,5)-isoxazole). Reagents/catalysts: [Pd] (palladium on carbon). The solvent is C(C)(=O)OCC (ethyl acetate). Run at time 3 hour. The product is COC1=NOC2=C1C=CC(=C2CCC)O (3-methoxy-6-hydroxy-7-propylbenz-[4,5]-isoxazole). Reaction SMILES: [CH3:1][O:2][C:3]1[C:7]2[CH:8]=[CH:9][C:10]([O:15]CC3C=CC=CC=3)=[C:11]([CH2:12][CH2:13][CH3:14])[C:6]=2[O:5][N:4]=1>C(OCC)(=O)C.[Pd]>[CH3:1][O:2][C:3]1[C:7]2[CH:8]=[CH:9][C:10]([OH:15])=[C:11]([CH2:12][CH2:13][CH3:14])[C:6]=2[O:5][N:4]=1. Procedure details: A solution of 3-methoxy-6-benzyloxy-7-propylbenz-(4,5)-isoxazole (Step E; 181 mg) in ethyl acetate (4 mL) was treated with 10% palladium on carbon catalyst (25 mg). The mixture was shaken under a hydrogen atmosphere (40 psi) for 3 hours. The mixture was filtered through Celite and concentrated to a solid. The title compound was used without further purification. The reactants are O=c1[nH]cnn1-c1ccc(C(F)(F)F)cc1, CC(O)C1(c2ccc(F)cc2F)CO1, CC(n1cnn(-c2ccc(C(F)(F)F)cc2)c1=O)C1(c2ccc(F)cc2F)CO1. Product: CC(Oc1ncnn1-c1ccc(C(F)(F)F)cc1)C1(c2ccc(F)cc2F)CO1. As a reaction SMILES: [F:15][C:16]([c:17]1[cH:18][cH:19][c:20](-[n:23]2[n:24][cH:25][nH:26][c:27]2=[O:28])[cH:21][cH:22]1)([F:29])[F:30].[F:1][c:2]1[c:3]([C:9]2([CH:12]([CH3:13])[OH:14])[O:10][CH2:11]2)[cH:4][cH:5][c:6]([F:8])[cH:7]1.[F:31][c:32]1[cH:33][c:34]([F:35])[cH:36][cH:37][c:38]1[C:39]1([CH:42]([n:43]2[cH:44][n:45][n:46](-[c:47]3[cH:48][cH:49][c:50]([C:51]([F:52])([F:53])[F:54])[cH:55][cH:56]3)[c:57]2=[O:58])[CH3:59])[O:40][CH2:41]1>>[F:1][c:2]1[c:3]([C:9]2([CH:12]([CH3:13])[O:14][c:27]3[n:23](-[c:20]4[cH:19][cH:18][c:17]([C:16]([F:15])([F:29])[F:30])[cH:22][cH:21]4)[n:24][cH:25][n:26]3)[O:10][CH2:11]2)[cH:4][cH:5][c:6]([F:8])[cH:7]1. Starting materials: aqueous solution, P(=O)(O)(O)[O-].[K+] (monopotassium dihydrogen phosphate), N1N=C(N=C1)C(=O)N (1,2,4-triazole-3-carboxamide), O=C[C@H](O)[C@H](O)[C@H](O)CO (ribose). Run at time 24 hour. The product is C1=NC(=NN1[C@H]2[C@@H]([C@@H]([C@H](O2)CO)O)O)C(=O)N (ribavirin). RXN SMILES: [NH:1]1[CH:5]=[N:4][C:3]([C:6]([NH2:8])=[O:7])=[N:2]1.[O:9]=[CH:10][C@@H:11]([C@@H:13]([C@@H:15]([CH2:17][OH:18])[OH:16])[OH:14])O.P([O-])(O)(O)=O.[K+]>>[CH:5]1[N:1]([C@@H:17]2[O:18][C@H:11]([CH2:10][OH:9])[C@@H:13]([OH:14])[C@H:15]2[OH:16])[N:2]=[C:3]([C:6]([NH2:8])=[O:7])[N:4]=1 |f:2.3|. Procedure: To each cell suspension was added each 1 ml of an aqueous solution (pH 7.0) containing 20 mM 1,2,4-triazole-3-carboxamide, 20 mM of each of the various ribose donors as shown in Table 3 and 25 mM of monopotassium dihydrogen phosphate, and the reaction was carried out at 60° C. for 24 hours. After completion of the reaction, the cells were removed by centrifugation, and the supernatant was analyzed to obtain the results of ribavirin yield as shown in Table 3. Starting materials: O1CCCC1 (tetrahydrofuran), CC(C)OC(=O)C1=C(C2=C(NC3=CC=C(C=C23)OCC2=CC=CC=C2)C=N1)COC (6-benzyloxy-4-methoxymethyl-9H-pyrido[3,4-b]indole-3-carboxylic acid-1-methylethyl-ester), O1CCCC1 (tetrahydrofuran), CN(CCC1=CC=CC=C1)C(C(=O)N)Br (2-[N-methyl-N-(2-phenylethyl)-amino]-2-bromoacetamide), [H-].[Na+] (sodium hydride). Reaction conditions: time 20 minute. The product is CC(C)OC(=O)C1=C(C2=C(N(C3=CC=C(C=C23)OCC2=CC=CC=C2)CC(=O)N(CCC2=CC=CC=C2)C)C=N1)COC (6-benzyloxy-4-methoxymethyl-9-{2-[N-methyl-N-(2-phenylethyl)amino]-2-oxoethyl}-9H-pyrido-[3,4-b]indole-3-carboxylic acid-(1-methyl-ethyl)-ester). RXN SMILES: [CH3:1][CH:2]([O:4][C:5]([C:7]1[N:27]=[CH:26][C:10]2[NH:11][C:12]3[C:17]([C:9]=2[C:8]=1[CH2:28][O:29][CH3:30])=[CH:16][C:15]([O:18][CH2:19][C:20]1[CH:25]=[CH:24][CH:23]=[CH:22][CH:21]=1)=[CH:14][CH:13]=3)=[O:6])[CH3:3].[H-].[Na+].[CH3:33][N:34]([CH:43](Br)[C:44](N)=O)[CH2:35][CH2:36][C:37]1[CH:42]=[CH:41][CH:40]=[CH:39][CH:38]=1.[O:48]1CCCC1>>[CH3:3][CH:2]([O:4][C:5]([C:7]1[N:27]=[CH:26][C:10]2[N:11]([CH2:44][C:43]([N:34]([CH3:33])[CH2:35][CH2:36][C:37]3[CH:42]=[CH:41][CH:40]=[CH:39][CH:38]=3)=[O:48])[C:12]3[C:17]([C:9]=2[C:8]=1[CH2:28][O:29][CH3:30])=[CH:16][C:15]([O:18][CH2:19][C:20]1[CH:25]=[CH:24][CH:23]=[CH:22][CH:21]=1)=[CH:14][CH:13]=3)=[O:6])[CH3:1] |f:1.2|. Reported procedure: 998 mg of 6-benzyloxy-4-methoxymethyl-9H-pyrido[3,4-b]indole-3-carboxylic acid-1-methylethyl-ester (2.4 mmol) is introduced into 10 ml of dry tetrahydrofuran and deprotonated at 0° C. with 72 mg of sodium hydride (80% suspension in oil) (2.4 mmol). Then, it is stirred for 20 minutes at room temperature, mixed with 630 mg of 2-[N-methyl-N-(2-phenylethyl)-amino]-2-bromoacetamide (2.4 mmol)--dissolved in 10 ml of tetrahydrofuran--stirred for another 5 hours at room temperature, filtered on diatomac... Reactants: C(C)(C)(C)OC(=O)N(C1=NC=CC(=C1)C[C@@H]1[C@H](N(C1=O)C(NC1=CC=CC=C1)=O)C(=O)OCC1=CC=CC=C1)C(=O)OC(C)(C)C ((2S,3R)-benzyl 3-((2-(di-t-butoxycarbonylamino)pyridin-4-yl)methyl)-4-oxo-1-(phenylcarbamoyl)azetidine-2-carboxylate). The reagents and catalysts are [Pd] (palladium on carbon). Run in CO.C(C)(=O)OCC (methanol ethyl acetate), glass. Reaction conditions: time 8 hour. Product: C(C)(C)(C)OC(=O)N(C1=NC=CC(=C1)C[C@@H]1[C@H](N(C1=O)C(NC1=CC=CC=C1)=O)C(=O)O)C(=O)OC(C)(C)C ((2S,3R)-3-((2-(di-t-butoxycarbonylamino)pyridin-4-yl)methyl)-4-oxo-1-(phenylcarbamoyl)azetidine-2-carboxylic acid). RXN SMILES: [C:1]([O:5][C:6]([N:8]([C:40]([O:42][C:43]([CH3:46])([CH3:45])[CH3:44])=[O:41])[C:9]1[CH:14]=[C:13]([CH2:15][C@H:16]2[C:19](=[O:20])[N:18]([C:21](=[O:29])[NH:22][C:23]3[CH:28]=[CH:27][CH:26]=[CH:25][CH:24]=3)[C@@H:17]2[C:30]([O:32]CC2C=CC=CC=2)=[O:31])[CH:12]=[CH:11][N:10]=1)=[O:7])([CH3:4])([CH3:3])[CH3:2]>CO.C(OCC)(=O)C.[Pd]>[C:43]([O:42][C:40]([N:8]([C:6]([O:5][C:1]([CH3:4])([CH3:3])[CH3:2])=[O:7])[C:9]1[CH:14]=[C:13]([CH2:15][C@H:16]2[C:19](=[O:20])[N:18]([C:21](=[O:29])[NH:22][C:23]3[CH:24]=[CH:25][CH:26]=[CH:27][CH:28]=3)[C@@H:17]2[C:30]([OH:32])=[O:31])[CH:12]=[CH:11][N:10]=1)=[O:41])([CH3:45])([CH3:46])[CH3:44] |f:1.2|. Procedure: Acylated lactam ester 20 (56 mg, 0.089 mmol) was dissolved in 2 mL of 1:1 methanol-ethyl acetate in a 20 mL glass vial. 10% palladium on carbon catalyst (10 mg) was added, and the solution was stirred under an atmosphere of hydrogen at room temperature overnight under argon, filtered, and then concentrated in vacuo. The residue was pure by HPLC/MS and was taken to the next step without purification. MS: 541.1 [M+H]+. Starting materials: ClC1=C2C(=NC=C1)C=C(S2)C(=O)N2C[C@H]([C@@H](C2)OC)OC ((3R,4R)-(7-chloro-thieno[3,2-b]pyridin-2-yl)-(3,4-dimethoxy-pyrrolidin-1-yl)-methanone), CC=1NC2=CC=C(C=C2C1)O (2-methyl-1H-indol-5-ol). Yields the product CO[C@@H]1CN(C[C@H]1OC)C(=O)C1=CC2=NC=CC(=C2S1)OC=1C=C2C=C(NC2=CC1)C ((3R,4R)-(3,4-Dimethoxy-pyrrolidin-1-yl)-[7-(2-methyl-1H-indol-5-yloxy)-thieno[3,2-b]pyridin-2-yl]-methanone). As a reaction SMILES: Cl[C:2]1[CH:7]=[CH:6][N:5]=[C:4]2[CH:8]=[C:9]([C:11]([N:13]3[CH2:17][C@@H:16]([O:18][CH3:19])[C@H:15]([O:20][CH3:21])[CH2:14]3)=[O:12])[S:10][C:3]=12.[CH3:22][C:23]1[NH:24][C:25]2[C:30]([CH:31]=1)=[CH:29][C:28]([OH:32])=[CH:27][CH:26]=2>>[CH3:21][O:20][C@H:15]1[C@H:16]([O:18][CH3:19])[CH2:17][N:13]([C:11]([C:9]2[S:10][C:3]3[C:4](=[N:5][CH:6]=[CH:7][C:2]=3[O:32][C:28]3[CH:29]=[C:30]4[C:25](=[CH:26][CH:27]=3)[NH:24][C:23]([CH3:22])=[CH:31]4)[CH:8]=2)=[O:12])[CH2:14]1. Procedure details: The title compound was prepared from (3R,4R)-(7-chloro-thieno[3,2-b]pyridin-2-yl)-(3,4-dimethoxy-pyrrolidin-1-yl)-methanone and 2-methyl-1H-indol-5-ol by a procedure analogous to Example 1F. MS 438.3 (MH+); HPLC Rf: 5.554 min.; HPLC purity: 97%.